From a dataset of the Open Reaction Database (ORD), a public repository of structured organic reaction records. describe an organic reaction: reactants, conditions, products, and yield Product: O=Cc1ccc(OCc2ccccc2)c(COc2ccccc2)c1. RXN SMILES: [C:8](=[O:9])([O-:10])[O-:11].[CH3:14][S:15]([O:16][CH2:19][c:20]1[cH:21][c:22]([CH:23]=[O:24])[cH:25][cH:26][c:27]1[O:28][CH2:29][c:30]1[cH:31][cH:32][cH:33][cH:34][cH:35]1)(=[O:17])=[O:18].[CH3:36][N:37]([CH3:38])[CH:39]=[O:40].[Cs+:12].[Cs+:13].[OH:1][c:2]1[cH:3][cH:4][cH:5][cH:6][cH:7]1>>[O:1]([c:2]1[cH:3][cH:4][cH:5][cH:6][cH:7]1)[CH2:19][c:20]1[cH:21][c:22]([CH:23]=[O:24])[cH:25][cH:26][c:27]1[O:28][CH2:29][c:30]1[cH:31][cH:32][cH:33][cH:34][cH:35]1. The reactants are O=C([O-])[O-], CS(=O)(=O)OCc1cc(C=O)ccc1OCc1ccccc1, CN(C)C=O, [Cs+], [Cs+], Oc1ccccc1. Starting materials: C[Si](C)(C)C=[N+]=[N-] (trimethylsilyldiazomethane), solution, FC1=CC=C(CNC(=O)C2=NC(=C3C=CC=NC3=C2O)NC)C=C1 (N-(4-fluorobenzyl)-8-hydroxy-5-(methylamino)-1,6-naphthyridine-7-carboxamide), C[Si](C)(C)C=[N+]=[N-] (trimethylsilyldiazomethane), solution. Solvent: hexanes, CO (methanol), C(Cl)Cl (CH2Cl2), hexanes. Reaction conditions: time 16 hour. Product: FC1=CC=C(CNC(=O)C2=NC(=C3C=CC=NC3=C2OC)NC)C=C1 (N-(4-fluorobenzyl)-8-methoxy-5-(methylamino)-1,6-naphthyridine-7-carboxamide). RXN SMILES: [F:1][C:2]1[CH:24]=[CH:23][C:5]([CH2:6][NH:7][C:8]([C:10]2[C:19]([OH:20])=[C:18]3[C:13]([CH:14]=[CH:15][CH:16]=[N:17]3)=[C:12]([NH:21][CH3:22])[N:11]=2)=[O:9])=[CH:4][CH:3]=1.[CH3:25][Si](C=[N+]=[N-])(C)C>CO.C(Cl)Cl>[F:1][C:2]1[CH:3]=[CH:4][C:5]([CH2:6][NH:7][C:8]([C:10]2[C:19]([O:20][CH3:25])=[C:18]3[C:13]([CH:14]=[CH:15][CH:16]=[N:17]3)=[C:12]([NH:21][CH3:22])[N:11]=2)=[O:9])=[CH:23][CH:24]=1. Procedure: To a suspension of N-(4-fluorobenzyl)-8-hydroxy-5-(methylamino)-1,6-naphthyridine-7-carboxamide (2.65 g, 8.12 mmol) in methanol (50 mL) and CH2Cl2 (20 mL) was added trimethylsilyldiazomethane (12.1 ml of a 2M solution in hexanes, 24.4 mmol) and the mixture was stirred for 16 hr at rt. Additional trimethylsilyldiazomethane (24.0 ml of a 2M solution in hexanes, 48 mmol) was added and the reaction was stirred for 16 hr. The reaction was quenched by the addition of acetic acid (2 mL) and the solvent...